describe an organic reaction: reactants, conditions, products, and yield From a dataset of the Open Reaction Database (ORD), a public repository of structured organic reaction records. The reactants are [N+](=O)([O-])C1=CC=C2CCC(CC2=C1)=O (7-Nitro-3,4-dihydro-2(1H)-naphthaleneone), ClC=1C=C(CN)C=CC1 (3-chlorobenzylamine), C(C)(=O)O (acetic acid), C(#N)[BH3-].[Na+] (Sodium cyanoborohydride). Run in CO (MeOH), C1CCOC1 (THF). Conditions: temperature 0 celsius, time 14 hour. Yields the product CC(C)O.Cl (IPA HCl), Cl.[N+](=O)([O-])C1=CC=C2CCC(CC2=C1)NCC1=CC(=CC=C1)Cl (7-nitro-2-(((3-chlorophenyl)methyl)amino)-1,2,3,4-tetrahydronaphthalene hydrochloride). Reaction SMILES: [N+:1]([C:4]1[CH:13]=[C:12]2[C:7]([CH2:8][CH2:9][C:10](=[O:14])[CH2:11]2)=[CH:6][CH:5]=1)([O-:3])=[O:2].[Cl:15][C:16]1[CH:17]=[C:18]([CH:21]=[CH:22][CH:23]=1)[CH2:19][NH2:20].C(O)(=O)C.C([BH3-])#N.[Na+]>CO.C1COCC1>[CH3:9][CH:10]([OH:14])[CH3:11].[ClH:15].[ClH:15].[N+:1]([C:4]1[CH:13]=[C:12]2[C:7]([CH2:8][CH2:9][CH:10]([NH:20][CH2:19][C:18]3[CH:21]=[CH:22][CH:23]=[C:16]([Cl:15])[CH:17]=3)[CH2:11]2)=[CH:6][CH:5]=1)([O-:3])=[O:2] |f:3.4,7.8,9.10|. Procedure: 7-Nitro-3,4-dihydro-2(1H)-naphthaleneone (1.50 g, 7.85 mmol), 3-chlorobenzylamine (4.70 ml, 39.3 mmol), acetic acid (6.0 ml), 4 Å molecular sieves (20 ml), THF (15 ml), and MeOH (15 ml) were introduced into a flask and cooled to 0° C. Sodium cyanoborohydride (0.99 g, 15.7 mmol) was added portionwise over a 5-minute period. The mixture was stirred for 14 hr, filtered through celite, and concentrated to a syrup. The mixture was made basic with 2N NaOH and extracted with ether (3×50 ml). The combin... The reactants are BrC1=NC=CC=C1 (2-Bromopyridine), Cl[Si](C)(C)C (chlorotrimethylsilane), FC1=CC(=C(C(=C1C#N)I)OC)OC (6-fluoro-2-iodo-3,4-dimethoxybenzonitrile). The reagents and catalysts are C(C)(=O)[O-].[Pd+2].C(C)(=O)[O-] (palladium acetate), C1(=CC=CC=C1)P(C1=CC=CC=C1)C1=CC=CC=C1 (triphenylphosphine), [Zn] (zinc). Run in C1CCOC1 (THF). Reaction conditions: temperature 60 celsius, time 1 hour. Yields the product FC1=CC(=C(C(=C1C#N)C1=NC=CC=C1)OC)OC (6-fluoro-3,4-dimethoxy-2-(2-pyridyl)benzonitrile). Yield: 63.4%. As a reaction SMILES: Cl[Si](C)(C)C.[F:6][C:7]1[C:12]([C:13]#[N:14])=[C:11](I)[C:10]([O:16][CH3:17])=[C:9]([O:18][CH3:19])[CH:8]=1.Br[C:21]1[CH:26]=[CH:25][CH:24]=[CH:23][N:22]=1>C1COCC1.[Zn].C([O-])(=O)C.[Pd+2].C([O-])(=O)C.C1(P(C2C=CC=CC=2)C2C=CC=CC=2)C=CC=CC=1>[F:6][C:7]1[C:12]([C:13]#[N:14])=[C:11]([C:21]2[CH:26]=[CH:25][CH:24]=[CH:23][N:22]=2)[C:10]([O:16][CH3:17])=[C:9]([O:18][CH3:19])[CH:8]=1 |f:5.6.7|. Procedure: Under nitrogen, to a vigorously stirred suspension of zinc dust (25.5 g, 391 mmol) in anhydrous THF (700 ml) was added chlorotrimethylsilane (10.7 ml, 85 mmol) and the suspension heated to 60° C. After 1 hour at 60° C. the reaction was allowed to cool to 40° C. and a solution of 6-fluoro-2-iodo-3,4-dimethoxybenzonitrile (as prepared in Example 1(a), 100 g, 330 mmol) was added slowly over a period of 20 minutes, keeping the temperature in the range 40° C. to 50° C. The resulting suspension was he... Reactants: FC1=CC=C(C=C1)N1C(C2=CC=C(C=C2CC1)OCC1=CC=CC=C1)CC1=CC=C(C=C1)/C=C/C(=O)O ((2E)-3-(4-{[2-(4-fluorophenyl)-6-(phenylmethoxy)(1,2,3,4-tetrahydroisoquinolyl)]methyl}phenyl)prop-2-enoic acid), Cl.C(C1=CC=CC=C1)ON (O-benzylhydroxylamine hydrochloride). The reagents and catalysts are CN(C)C1=CC=NC=C1 (4-(N,N-dimethylamino)pyridine). Product: FC1=CC=C(C=C1)N1C(C2=CC=C(C=C2CC1)OCC1=CC=CC=C1)CC1=CC=C(C=C1)/C=C/C(=O)NOCC1=CC=CC=C1 ((2E)-3-(4-{[2-(4-Fluorophenyl)-6-(phenylmethoxy)(1,2,3,4-tetrahydroisoquinolyl)]methyl }phenyl)-N-(phenylmethoxy)prop-2-enamide). Isolated yield 72.9%. Reaction SMILES: [F:1][C:2]1[CH:7]=[CH:6][C:5]([N:8]2[CH2:17][CH2:16][C:15]3[C:10](=[CH:11][CH:12]=[C:13]([O:18][CH2:19][C:20]4[CH:25]=[CH:24][CH:23]=[CH:22][CH:21]=4)[CH:14]=3)[CH:9]2[CH2:26][C:27]2[CH:32]=[CH:31][C:30](/[CH:33]=[CH:34]/[C:35](O)=[O:36])=[CH:29][CH:28]=2)=[CH:4][CH:3]=1.Cl.[CH2:39]([O:46][NH2:47])[C:40]1[CH:45]=[CH:44][CH:43]=[CH:42][CH:41]=1>CN(C1C=CN=CC=1)C>[F:1][C:2]1[CH:3]=[CH:4][C:5]([N:8]2[CH2:17][CH2:16][C:15]3[C:10](=[CH:11][CH:12]=[C:13]([O:18][CH2:19][C:20]4[CH:25]=[CH:24][CH:23]=[CH:22][CH:21]=4)[CH:14]=3)[CH:9]2[CH2:26][C:27]2[CH:28]=[CH:29][C:30](/[CH:33]=[CH:34]/[C:35]([NH:47][O:46][CH2:39][C:40]3[CH:45]=[CH:44][CH:43]=[CH:42][CH:41]=3)=[O:36])=[CH:31][CH:32]=2)=[CH:6][CH:7]=1 |f:1.2|. Procedure details: The title compound was prepared as described in Example 34. B using (2E)-3-(4-{[2-(4-fluorophenyl)-6-(phenylmethoxy)(1,2,3,4-tetrahydroisoquinolyl)]methyl}phenyl)prop-2-enoic acid (0.365 g, 0.74 mmol), O-benzylhydroxylamine hydrochloride (0.16 g, 1.0 mmol), and 4-(N,N-dimethylamino)pyridine (0.121 g, 1.0 mmol) to provide the title compound (0.323 g, 73% yield): 1H NMR (CDCl3) 8.00 (br, 1H), 7.70 (d, 1H), 7.30-7.42 (m, 12H), 7.01 (d, 2H), 6.92 (m, 2H), 6.66-6.82 (m, 6H), 5.03 (s, 2H), 4.97 (s, 2H... The product is CCn1c(N)c(C(N)=O)c2ccccc21. As a reaction SMILES: [CH3:19][N:20]([CH3:21])[CH:22]=[O:23].[H-:17].[I:14][CH2:15][CH3:16].[NH2:1][c:2]1[nH:3][c:4]2[cH:5][cH:6][cH:7][cH:8][c:9]2[c:10]1[C:11](=[O:12])[NH2:13].[Na+:18]>>[NH2:1][c:2]1[n:3]([CH2:15][CH3:16])[c:4]2[cH:5][cH:6][cH:7][cH:8][c:9]2[c:10]1[C:11](=[O:12])[NH2:13]. Starting materials: CN(C)C=O, [H-], CCI, NC(=O)c1c(N)[nH]c2ccccc12, [Na+].